Dataset: the Open Reaction Database (ORD), a public repository of structured organic reaction records. Task: describe an organic reaction: reactants, conditions, products, and yield Starting materials: C(C1=CC=CC=C1)N1CCC(CC1)N(C(CCCOCCO)=O)C(C)C (N-(1-benzylpiperidin-4-yl)-N-isopropyl 4-(2-hydroxyethoxy)butyramide), [H-].[Al+3].[Li+].[H-].[H-].[H-] (lithium aluminum hydride). The solvent is C1CCOC1 (THF), C1CCOC1 (THF). Conditions: time 8 hour. The product is OCCOCCCCN(C(C)C)C1CCN(CC1)CC1=CC=CC=C1 (4-[N-(7-Hydroxy-5-oxahept-1-yl)-N-(isopropyl)amino]-1-benzylpiperidine). The yield is 81.5%. RXN SMILES: [CH2:1]([N:8]1[CH2:13][CH2:12][CH:11]([N:14]([CH:24]([CH3:26])[CH3:25])[C:15](=O)[CH2:16][CH2:17][CH2:18][O:19][CH2:20][CH2:21][OH:22])[CH2:10][CH2:9]1)[C:2]1[CH:7]=[CH:6][CH:5]=[CH:4][CH:3]=1.[H-].[Al+3].[Li+].[H-].[H-].[H-]>C1COCC1>[OH:22][CH2:21][CH2:20][O:19][CH2:18][CH2:17][CH2:16][CH2:15][N:14]([CH:11]1[CH2:12][CH2:13][N:8]([CH2:1][C:2]2[CH:7]=[CH:6][CH:5]=[CH:4][CH:3]=2)[CH2:9][CH2:10]1)[CH:24]([CH3:26])[CH3:25] |f:1.2.3.4.5.6|. Reported procedure: To a solution of N-(1-benzylpiperidin-4-yl)-N-isopropyl 4-(2-hydroxyethoxy)butyramide (2.7 g, 7.5 mmol) in THF (20 mL) was slowly added 1 M lithium aluminum hydride in THF (11.3 mL, 11.3 mmol) at 0° C. The reaction mixture was stirred at room temperature overnight and then quenched by slow addition of 15% aqueous sodium hydroxide at 0° C. until no gas formation was observed. After stirring for 10 minutes at room temperature, a solid formed and the reaction mixture was filtered and the precipitat... The reactants are Cl.COC1=C(C=CC2=C1C[C@H](O[C@H]2CNC=O)C2CCN(CC2)CCC2=CC=CC=C2)OC (cis-N-[3,4-dihydro-5,6-dimethoxy-3-[1-(2-phenylethyl)-4-piperidinyl]-1H-2-benzopyran-1-ylmethyl]formamide hydrochloride), free base, [OH-].[Na+] (NaOH). The solvent is Cl (HCl), CCO (EtOH), O (water). The product is NC[C@@H]1O[C@@H](CC2=C1C=CC(=C2OC)OC)C2CCN(CC2)CCC2=CC=CC=C2 (cis-1-(Aminomethyl)-3,4-dihydro-5,6-dimethoxy-3-[1(2-phenylethyl)-4-piperidinyl]-1H-2-benzopyran). RXN SMILES: Cl.[CH3:2][O:3][C:4]1[C:9]2[CH2:10][C@@H:11]([CH:18]3[CH2:23][CH2:22][N:21]([CH2:24][CH2:25][C:26]4[CH:31]=[CH:30][CH:29]=[CH:28][CH:27]=4)[CH2:20][CH2:19]3)[O:12][C@@H:13]([CH2:14][NH:15]C=O)[C:8]=2[CH:7]=[CH:6][C:5]=1[O:32][CH3:33].[OH-].[Na+]>Cl.CCO.O>[NH2:15][CH2:14][C@H:13]1[C:8]2[CH:7]=[CH:6][C:5]([O:32][CH3:33])=[C:4]([O:3][CH3:2])[C:9]=2[CH2:10][C@@H:11]([CH:18]2[CH2:19][CH2:20][N:21]([CH2:24][CH2:25][C:26]3[CH:27]=[CH:28][CH:29]=[CH:30][CH:31]=3)[CH2:22][CH2:23]2)[O:12]1 |f:0.1,2.3|. Procedure: A mixture of cis-N-[3,4-dihydro-5,6-dimethoxy-3-[1-(2-phenylethyl)-4-piperidinyl]-1H-2-benzopyran-1-ylmethyl]formamide hydrochloride (4.7 g, 10 mmol) and its free base (2.1 g, 4.7 mmol) was dissolved in 3N HCl (30 ml)-EtOH (30 ml), and refluxed for 2 h. The reaction was diluted with water, and then stirred and cooled in an ice bath, while 50% aqueous NaOH was added dropwise. A white solid separated from solution and this was collected to afford the titled compound. The compound was recrystallize... Starting materials: C(C)(C)(C)OC(CN1C(=C(C2=CC=CC=C12)C1NS(C2=C1C=CC=C2)(=O)=O)C)=O ([3-(1,1-Dioxo-2,3-dihydro-1H-1λ6-benzo[d]isothiazol-3-yl)-2-methyl-indol-1-yl]-acetic acid tert-butyl ester), BrCC1COC2=C(O1)C=CC=C2 (2-bromomethyl-2,3-dihydro-benzo[1,4]dioxine). Product: O1C(COC2=C1C=CC=C2)CN2S(C1=C(C2C2=C(N(C3=CC=CC=C23)CC(=O)O)C)C=CC=C1)(=O)=O ({3-[2-(2,3-Dihydro-benzo[1,4]dioxin-2-ylmethyl)-1,1-dioxo-2,3-dihydro-1H-1λ6-benzo[d]isothiazol-3-yl]-2-methyl-indol-1-yl}-acetic acid). RXN SMILES: C([O:5][C:6](=[O:29])[CH2:7][N:8]1[C:16]2[C:11](=[CH:12][CH:13]=[CH:14][CH:15]=2)[C:10]([CH:17]2[C:21]3[CH:22]=[CH:23][CH:24]=[CH:25][C:20]=3[S:19](=[O:27])(=[O:26])[NH:18]2)=[C:9]1[CH3:28])(C)(C)C.Br[CH2:31][CH:32]1[O:37][C:36]2[CH:38]=[CH:39][CH:40]=[CH:41][C:35]=2[O:34][CH2:33]1>>[O:37]1[C:36]2[CH:38]=[CH:39][CH:40]=[CH:41][C:35]=2[O:34][CH2:33][CH:32]1[CH2:31][N:18]1[CH:17]([C:10]2[C:11]3[C:16](=[CH:15][CH:14]=[CH:13][CH:12]=3)[N:8]([CH2:7][C:6]([OH:29])=[O:5])[C:9]=2[CH3:28])[C:21]2[CH:22]=[CH:23][CH:24]=[CH:25][C:20]=2[S:19]1(=[O:27])=[O:26]. Procedure details: The title compound was prepared by the method described for example 14 using the product from example 3, step c) and 2-bromomethyl-2,3-dihydro-benzo[1,4]dioxine. MS: ESI (negative): 503 (M−H). Starting materials: C(C)OC(=O)C1(CC2=CC=CC=C2C1)NC(=O)C1OC2=C(C1)C=CC=C2 (2-[(2,3-dihydrobenzofuran-2-carbonyl)-amino]-indan-2-carboxylic acid ethyl ester), O[Li].O (LiOH hydrate), O1CCOCC1 (1,4-dioxane), CO (MeOH). The solvent is CC(C)O.C(Cl)Cl (i-PrOH DCM), O (water). Reaction conditions: time 19 hour. The product is O1C(CC2=C1C=CC=C2)C(=O)NC2(CC1=CC=CC=C1C2)C(=O)O (2-[(2,3-Dihydrobenzofuran-2-carbonyl)-amino]-indan-2-carboxylic acid). Isolated yield 95.7%. RXN SMILES: C([O:3][C:4]([C:6]1([NH:15][C:16]([CH:18]2[CH2:22][C:21]3[CH:23]=[CH:24][CH:25]=[CH:26][C:20]=3[O:19]2)=[O:17])[CH2:14][C:13]2[C:8](=[CH:9][CH:10]=[CH:11][CH:12]=2)[CH2:7]1)=[O:5])C.O1CCOCC1.CO.O[Li].O>CC(O)C.C(Cl)Cl.O>[O:19]1[C:20]2[CH:26]=[CH:25][CH:24]=[CH:23][C:21]=2[CH2:22][CH:18]1[C:16]([NH:15][C:6]1([C:4]([OH:5])=[O:3])[CH2:14][C:13]2[C:8](=[CH:9][CH:10]=[CH:11][CH:12]=2)[CH2:7]1)=[O:17] |f:3.4,5.6|. Procedure: A 50 mL flask containing the 2-[(2,3-dihydrobenzofuran-2-carbonyl)-amino]-indan-2-carboxylic acid ethyl ester (0.447 g, 1.39 mmol) is charged with 1,4-dioxane (5 mL) and MeOH (5 mL). A stirring bar is added and stirring is initiated. After dissolution, water (2.5 mL) is added followed by the LiOH hydrate (133 mg, 3.17 mmol). After 19 h, tlc analysis (silica, 5% i-PrOH/DCM) indicates that the starting material is completely consumed. The pH of the reaction mixture is carefully adjusted to pH 2 by... Starting materials: C1=CC=C2C(=C1)N=NN2O.O (HOBt hydrate), CCN=C=NCCCN(C)C.Cl (EDC hydrochloride), Cl.COC(C(C)(C)N)=O (Aminoisobutyric Acid Methyl Ester Hydrochloride), C(C)(C)N(C(C)C)CC (N,N-diisopropylethylamine), C(C)(C)(C)OC(=O)NC(C(=O)O)(C)C (N-tert-butoxycarbonyl α,α-dimethylglycine). Solvent: CN(C)C=O (DMF), CN(C)C=O (DMF). Conditions: temperature 0 celsius, time 30 minute. Product: COC(C(NC(C(NC(=O)OC(C)(C)C)(C)C)=O)(C)C)=O (N-Tert-Butoxycarbonyl α,α-Dimethylglycyl α,α-Dimethylglycine Methyl Ester). Isolated yield 75.7%. RXN SMILES: Cl.[CH3:2][O:3][C:4](=[O:9])[C:5]([NH2:8])([CH3:7])[CH3:6].C(N(CC)C(C)C)(C)C.[C:19]([O:23][C:24]([NH:26][C:27]([CH3:32])([CH3:31])[C:28](O)=[O:29])=[O:25])([CH3:22])([CH3:21])[CH3:20].C1C=C2N=NN(O)C2=CC=1.O.CCN=C=NCCCN(C)C.Cl>CN(C=O)C>[CH3:2][O:3][C:4](=[O:9])[C:5]([CH3:7])([CH3:6])[NH:8][C:28](=[O:29])[C:27]([CH3:32])([CH3:31])[NH:26][C:24]([O:23][C:19]([CH3:21])([CH3:20])[CH3:22])=[O:25] |f:0.1,4.5,6.7|. Procedure: Aminoisobutyric acid methyl ester hydrochloride 2 (11.44 g, 74.47 mmol) and N,N-diisopropylethylamine (9.63 g, 74.5 mmol) were dissolved in DMF (400 mL) and the solution added to solid N-tert-butoxycarbonyl α,α-dimethylglycine (15.14 g, 74.49 mmol). The solution/suspension was cooled to 0° C. (icebath) and HOBt hydrate (11.41 g, 74.51 mmol) and then EDC hydrochloride (15.71 g, 81.95 mmol) added together with more DMF (100 mL). The reaction mixture was stirred for 30 min at 0° C., after which the... Reactants: [BH4-], Cc1ccc2c(c1)C(c1ccccc1)CC(=O)O2, CC(=O)O, CO, [Na+]. The product is Cc1ccc(O)c(C(CCO)c2ccccc2)c1. As a reaction SMILES: [BH4-:19].[CH3:1][c:2]1[cH:3][c:4]2[c:9]([cH:10][cH:11]1)[O:8][C:7](=[O:12])[CH2:6][CH:5]2[c:13]1[cH:14][cH:15][cH:16][cH:17][cH:18]1.[CH3:21][C:22](=[O:23])[OH:24].[CH3:25][OH:26].[Na+:20]>>[CH3:1][c:2]1[cH:3][c:4]([CH:5]([CH2:6][CH2:7][OH:12])[c:13]2[cH:14][cH:15][cH:16][cH:17][cH:18]2)[c:9]([OH:8])[cH:10][cH:11]1.